Dataset: the Open Reaction Database (ORD), a public repository of structured organic reaction records. Task: describe an organic reaction: reactants, conditions, products, and yield Reactants: OC=1C=C(C(=NC1)C#N)C (5-hydroxy-3-methylpicolinonitrile), C([O-])([O-])=O.[Cs+].[Cs+] (cesium carbonate), FC(S(=O)(=O)OCC(F)(F)F)(F)F (2,2,2-trifluoroethyl trifluoromethanesulfonate). Solvent: CN(C)C=O (DMF), O (water), CCOC(=O)C (EtOAc). Reaction conditions: time 8 hour. Product: CC=1C(=NC=C(C1)OCC(F)(F)F)C(=O)O (3-methyl-5-(2,2,2-trifluoroethoxy)picolinic acid). Yield: 88.4%. As a reaction SMILES: [OH:1][C:2]1[CH:3]=[C:4]([CH3:10])[C:5](C#N)=[N:6][CH:7]=1.[C:11](=[O:14])([O-])[O-:12].[Cs+].[Cs+].FC(F)(F)S(O[CH2:23][C:24]([F:27])([F:26])[F:25])(=O)=O>CN(C=O)C.O.CCOC(C)=O>[CH3:10][C:4]1[C:5]([C:11]([OH:12])=[O:14])=[N:6][CH:7]=[C:2]([O:1][CH2:23][C:24]([F:27])([F:26])[F:25])[CH:3]=1 |f:1.2.3|. Procedure details: To a solution of 5-hydroxy-3-methylpicolinonitrile (0.487 g, 3.63 mmol) in DMF (5 mL) were added cesium carbonate (1.538 g, 4.72 mmol) and 2,2,2-trifluoroethyl trifluoromethanesulfonate (1.011 ml, 4.36 mmol) and the resulting suspension was stirred at rt overnight. The reaction was diluted with water and EtOAc. The organic layer was washed with 1M LiCl solution and brine before drying over magnesium sulfate and concentrating under reduced pressure. The material was taken up in EtOH (20 mL) and N... The reactants are C=CCC(CC=C)S(C)(=O)=O, CCc1nc2c([nH]1)C(=O)N(C)CN2c1ccc(Cl)cc1Cl, [K+], [K+], O=C([O-])[O-], CN(C)C=O. Yields the product C=CCC(CC=C)n1c(CC)nc2c1C(=O)N(C)CN2c1ccc(Cl)cc1Cl. As a reaction SMILES: [CH3:28][S:29](=[O:30])(=[O:31])[CH:32]([CH2:33][CH:34]=[CH2:35])[CH2:36][CH:37]=[CH2:38].[Cl:1][c:2]1[c:3]([N:9]2[CH2:10][N:11]([CH3:21])[C:12](=[O:20])[c:13]3[nH:14][c:15]([CH2:18][CH3:19])[n:16][c:17]32)[cH:4][cH:5][c:6]([Cl:8])[cH:7]1.[K+:22].[K+:23].[O-:24][C:25]([O-:26])=[O:27].[O:39]=[CH:40][N:41]([CH3:42])[CH3:43]>>[Cl:1][c:2]1[c:3]([N:9]2[CH2:10][N:11]([CH3:21])[C:12](=[O:20])[c:13]3[n:14]([CH:32]([CH2:33][CH:34]=[CH2:35])[CH2:36][CH:37]=[CH2:38])[c:15]([CH2:18][CH3:19])[n:16][c:17]32)[cH:4][cH:5][c:6]([Cl:8])[cH:7]1. Reactants: ClC1=CC(=C(N)C=C1OC(C)C)F (4-chloro-2-fluoro-5-(1-methylethoxy)aniline), C[Al](C)C (trimethylaluminum), Cl (HCl), N1C(COCC1)C(=O)O (3-Morpholinecarboxylic acid). The solvent is C(Cl)Cl (CH2Cl2). Reaction conditions: time 8 hour. Product: ClC1=CC(=C(C=C1OC(C)C)NC(=O)C1NCCOC1)F (N-[4-Chloro-2-fluoro-5-(1-methylethoxy)phenyl]morpholine-3-carboxamide). The yield is 43.5%. As a reaction SMILES: [Cl:1][C:2]1[C:8]([O:9][CH:10]([CH3:12])[CH3:11])=[CH:7][C:5]([NH2:6])=[C:4]([F:13])[CH:3]=1.C[Al](C)C.[NH:18]1[CH2:23][CH2:22][O:21][CH2:20][CH:19]1[C:24](O)=[O:25].Cl>C(Cl)Cl>[Cl:1][C:2]1[C:8]([O:9][CH:10]([CH3:11])[CH3:12])=[CH:7][C:5]([NH:6][C:24]([CH:19]2[CH2:20][O:21][CH2:22][CH2:23][NH:18]2)=[O:25])=[C:4]([F:13])[CH:3]=1. Reported procedure: To a stirring solution of 4-chloro-2-fluoro-5-(1-methylethoxy)aniline (15.52 g, 76.26 mmol) in CH2Cl2 (100 mL), under nitrogen at 0° C. (ice-bath) was added dropwise trimethylaluminum (114.4 mL, 228.78 mmol). The mixture was then stirred overnight at room temperature. 3-Morpholinecarboxylic acid (10.0 g, 76.20 mmol) was added portionwise at room temperature. The resultant reaction mixture was stirred at room temperature for 2 days. 6N HCl was added dropwise to the reaction mixture at 0° C. (ice-... Starting materials: Brc1ccc2c(NC3CC3)noc2c1, O=C([O-])O, Cc1c(F)cc(C(=O)NC2CC2)cc1B1OC(C)(C)C(C)(C)O1, CC(C)O, [Na+]. Product: Cc1c(F)cc(C(=O)NC2CC2)cc1-c1ccc2c(NC3CC3)noc2c1. RXN SMILES: [Br:1][c:2]1[cH:3][c:4]2[c:5]([c:6]([NH:9][CH:10]3[CH2:11][CH2:12]3)[n:7][o:8]2)[cH:13][cH:14]1.[C:38](=[O:39])([O-:40])[OH:41].[CH:15]1([NH:18][C:19]([c:20]2[cH:21][c:22]([F:36])[c:23]([CH3:35])[c:24]([B:26]3[O:27][C:28]([CH3:29])([CH3:30])[C:31]([CH3:32])([CH3:33])[O:34]3)[cH:25]2)=[O:37])[CH2:16][CH2:17]1.[CH:43]([OH:44])([CH3:45])[CH3:46].[Na+:42]>>[c:2]1(-[c:24]2[c:23]([CH3:35])[c:22]([F:36])[cH:21][c:20]([C:19]([NH:18][CH:15]3[CH2:16][CH2:17]3)=[O:37])[cH:25]2)[cH:3][c:4]2[c:5]([c:6]([NH:9][CH:10]3[CH2:11][CH2:12]3)[n:7][o:8]2)[cH:13][cH:14]1. Starting materials: resultant mixture, C(CCCCC(=O)O)(=O)O (adipic acid), C(C1=CC=CC=C1)#N (benzonitrile), ON1C(C=2C(C1=O)=CC=CC2)=O (N-hydroxyphthalimide), cobalt acetate Co(OAc)2, Cr(AA)3. Run in C1CCCCC1 (cyclohexane), C1CCCCC1 (cyclohexane). The product is C1(CCCCC1)=O (cyclohexanone), C1(CCCCC1)O (cyclohexanol). The yield is 0.8%. As a reaction SMILES: C(#N)C1C=CC=CC=1.ON1C(=O)C2=CC=CC=C2C1=O.[C:21]([OH:30])(=O)[CH2:22][CH2:23][CH2:24][CH2:25][C:26](O)=O>C1CCCCC1>[C:21]1(=[O:30])[CH2:22][CH2:23][CH2:24][CH2:25][CH2:26]1.[CH:21]1([OH:30])[CH2:22][CH2:23][CH2:24][CH2:25][CH2:26]1. Procedure: To 10 ml of benzonitrile were added 10 mmol of cyclohexane, 1 mmol of N-hydroxyphthalimide, 0.01 mmol of cobalt acetate Co(OAc)2, and 0.1 mmol of acetylacetonatochromium Cr(AA)3 and the resultant mixture was stirred under an oxygen atmosphere at a temperature of 75° C. for 16 hours. The products in the reaction mixture were analyzed by gas chromatography, and, as a result, cyclohexane was converted into cyclohexanone (yield 10%), cyclohexanol (yield 0.8%) and adipic acid (trace amount) with a co... Yields the product C1(CC1)NC(C1=CC(=C(C(=C1)F)C)C=1C=C2C(=CN(C(C2=CC1)=O)CC1CC1)CN1CCN(CCC1)CCO)=O (N-Cyclopropyl-3-(2-(cyclopropylmethyl)-4-((4-(2-hydroxyethyl)-1,4-diazepan-1-yl)methyl)-1-oxo-1,2-dihydroisoquinolin-6-yl)-5-fluoro-4-methylbenzamide). The reactants are CO (methanol), N1(CCNCCC1)CCO (2-(1,4-Diazepan-1-yl)ethanol), C1(CC1)NC(C1=CC(=C(C(=C1)F)C)C=1C=C2C(=CN(C(C2=CC1)=O)CC1CC1)C=O)=O (N-Cyclopropyl-3-(2-(cyclopropylmethyl)-4-formyl-1-oxo-1,2-dihydroisoquinolin-6-yl)-5-fluoro-4-methylbenzamide), C(C)(=O)O[BH-](OC(C)=O)OC(C)=O.[Na+] (sodium triacetoxyborohydride). Reaction conditions: time 1 hour. Solvent: ClCCl (dichloromethane). Procedure details: 2-(1,4-Diazepan-1-yl)ethanol (311 mg) was added to a suspension of the product of Example 75 step i) (301 mg) in dichloromethane (5 mL). The reaction was stirred at room temperature for 1 hour before the addition of sodium triacetoxyborohydride (457 mg). The reaction was then stirred at room temperature for 1 hour. The reaction mixture was treated with methanol (2 mL) and then concentrated to dryness. The resulting material was purified by HPLC then by SCX ion exchange chromatography (eluting wi... As a reaction SMILES: [N:1]1([CH2:8][CH2:9][OH:10])[CH2:7][CH2:6][CH2:5][NH:4][CH2:3][CH2:2]1.[CH:11]1([NH:14][C:15](=[O:41])[C:16]2[CH:21]=[C:20]([F:22])[C:19]([CH3:23])=[C:18]([C:24]3[CH:25]=[C:26]4[C:31](=[CH:32][CH:33]=3)[C:30](=[O:34])[N:29]([CH2:35][CH:36]3[CH2:38][CH2:37]3)[CH:28]=[C:27]4[CH:39]=O)[CH:17]=2)[CH2:13][CH2:12]1.C(O[BH-](OC(=O)C)OC(=O)C)(=O)C.[Na+].CO>ClCCl>[CH:11]1([NH:14][C:15](=[O:41])[C:16]2[CH:21]=[C:20]([F:22])[C:19]([CH3:23])=[C:18]([C:24]3[CH:25]=[C:26]4[C:31](=[CH:32][CH:33]=3)[C:30](=[O:34])[N:29]([CH2:35][CH:36]3[CH2:37][CH2:38]3)[CH:28]=[C:27]4[CH2:39][N:4]3[CH2:5][CH2:6][CH2:7][N:1]([CH2:8][CH2:9][OH:10])[CH2:2][CH2:3]3)[CH:17]=2)[CH2:12][CH2:13]1 |f:2.3|. Reactants: C(C)OC(C(CC1=C(C=C(C=C1)OCC=1N=C(OC1C)C1=CC=C(C=C1)C(F)(F)F)C)OCC)=O ([rac]-2-ethoxy-3-{2-methyl-4-[5-methyl-2-(4-trifluoromethyl-phenyl)-oxazol-4-ylmethoxy]-phenyl}-propionic acid ethyl ester), [Li+].[OH-] (LiOH). The product is C(C)OC(C(=O)O)CC1=C(C=C(C=C1)OCC=1N=C(OC1C)C1=CC=C(C=C1)C(F)(F)F)C ([rac]-2-ethoxy-3-{2-methyl-4-[5-methyl-2-(4-trifluoromethyl-phenyl)-oxazol-4-ylmethoxy]-phenyl}-propionic acid). Reaction SMILES: C([O:3][C:4](=[O:35])[CH:5]([O:32][CH2:33][CH3:34])[CH2:6][C:7]1[CH:12]=[CH:11][C:10]([O:13][CH2:14][C:15]2[N:16]=[C:17]([C:21]3[CH:26]=[CH:25][C:24]([C:27]([F:30])([F:29])[F:28])=[CH:23][CH:22]=3)[O:18][C:19]=2[CH3:20])=[CH:9][C:8]=1[CH3:31])C.[Li+].[OH-]>>[CH2:33]([O:32][CH:5]([CH2:6][C:7]1[CH:12]=[CH:11][C:10]([O:13][CH2:14][C:15]2[N:16]=[C:17]([C:21]3[CH:22]=[CH:23][C:24]([C:27]([F:28])([F:29])[F:30])=[CH:25][CH:26]=3)[O:18][C:19]=2[CH3:20])=[CH:9][C:8]=1[CH3:31])[C:4]([OH:35])=[O:3])[CH3:34] |f:1.2|. Procedure: In analogy to the procedure described in example 1 g], [rac]-2-ethoxy-3-{2-methyl-4-[5-methyl-2-(4-trifluoromethyl-phenyl)-oxazol-4-ylmethoxy]-phenyl}-propionic acid ethyl ester was treated with LiOH to obtain [rac]-2-ethoxy-3-{2-methyl-4-[5-methyl-2-(4-trifluoromethyl-phenyl)-oxazol-4-ylmethoxy]-phenyl}-propionic acid as colorless solid, which can be separated into its antipodes by methods known in the art, such as separation of the antipodes via diastereomeric salts by crystallization with opt...